From a dataset of the Open Reaction Database (ORD), a public repository of structured organic reaction records. describe an organic reaction: reactants, conditions, products, and yield Starting materials: CC(C)(C)OC(=O)CN1C(=O)C(N)CCCC1c1ccccc1, O=C(Cl)N1CCC(N2Cc3ccccc3NC2=O)CC1. The product is CC(C)(C)OC(=O)CN1C(=O)C(NC(=O)N2CCC(N3Cc4ccccc4NC3=O)CC2)CCCC1c1ccccc1. Reaction SMILES: [NH2:1][CH:2]1[C:3](=[O:23])[N:4]([CH2:15][C:16](=[O:17])[O:18][C:19]([CH3:20])([CH3:21])[CH3:22])[CH:5]([c:9]2[cH:10][cH:11][cH:12][cH:13][cH:14]2)[CH2:6][CH2:7][CH2:8]1.[O:24]=[C:25]1[NH:26][c:27]2[cH:28][cH:29][cH:30][cH:31][c:32]2[CH2:33][N:34]1[CH:35]1[CH2:36][CH2:37][N:38]([C:41](=[O:42])[Cl:43])[CH2:39][CH2:40]1>>[NH:1]([CH:2]1[C:3](=[O:23])[N:4]([CH2:15][C:16](=[O:17])[O:18][C:19]([CH3:20])([CH3:21])[CH3:22])[CH:5]([c:9]2[cH:10][cH:11][cH:12][cH:13][cH:14]2)[CH2:6][CH2:7][CH2:8]1)[C:41]([N:38]1[CH2:37][CH2:36][CH:35]([N:34]2[C:25](=[O:24])[NH:26][c:27]3[cH:28][cH:29][cH:30][cH:31][c:32]3[CH2:33]2)[CH2:40][CH2:39]1)=[O:42]. As a reaction SMILES: [C:1](=[O:2])([CH3:3])[N:4]1[CH2:5][C:6]([CH3:31])([CH3:32])[c:7]2[cH:8][cH:9][c:10]([NH:13][c:14]3[n:15][cH:16][cH:17][c:18]([NH:20][c:21]4[cH:22][n:23][c:24]5[cH:25][cH:26][cH:27][cH:28][c:29]5[cH:30]4)[n:19]3)[cH:11][c:12]21.[CH3:34][CH2:35][O:36][C:37]([CH3:38])=[O:39].[CH3:45][CH2:46][OH:47].[ClH:33].[Na+:44].[O-:40][C:41]([OH:42])=[O:43]>>[NH:4]1[CH2:5][C:6]([CH3:31])([CH3:32])[c:7]2[cH:8][cH:9][c:10]([NH:13][c:14]3[n:15][cH:16][cH:17][c:18]([NH:20][c:21]4[cH:22][n:23][c:24]5[cH:25][cH:26][cH:27][cH:28][c:29]5[cH:30]4)[n:19]3)[cH:11][c:12]21. Product: CC1(C)CNc2cc(Nc3nccc(Nc4cnc5ccccc5c4)n3)ccc21. Starting materials: CC(=O)N1CC(C)(C)c2ccc(Nc3nccc(Nc4cnc5ccccc5c4)n3)cc21, CCOC(C)=O, CCO, Cl, [Na+], O=C([O-])O. Reactants: O=C([O-])[O-], Cc1ccc(CN)cc1, Cc1ccccc1, Cc1c(C)n(CC(C)C)c2c(Cl)nccc12, [Cs+], [Cs+], O=C(C=Cc1ccccc1)C=Cc1ccccc1, O=C(C=Cc1ccccc1)C=Cc1ccccc1, O=C(C=Cc1ccccc1)C=Cc1ccccc1, [Pd], [Pd]. The product is Cl, Cc1ccc(CNc2nccc3c(C)c(C)n(CC(C)C)c23)cc1. Reaction SMILES: [C:1](=[O:2])([O-:3])[O-:4].[CH3:23][c:24]1[cH:25][cH:26][c:27]([CH2:28][NH2:29])[cH:30][cH:31]1.[CH3:32][c:33]1[cH:34][cH:35][cH:36][cH:37][cH:38]1.[Cl:7][c:8]1[n:9][cH:10][cH:11][c:12]2[c:13]1[n:14]([CH2:19][CH:20]([CH3:21])[CH3:22])[c:15]([CH3:18])[c:16]2[CH3:17].[Cs+:5].[Cs+:6].[O:41]=[C:42]([CH:43]=[CH:44][c:45]1[cH:46][cH:47][cH:48][cH:49][cH:50]1)[CH:51]=[CH:52][c:53]1[cH:54][cH:55][cH:56][cH:57][cH:58]1.[O:59]=[C:60]([CH:61]=[CH:62][c:63]1[cH:64][cH:65][cH:66][cH:67][cH:68]1)[CH:69]=[CH:70][c:71]1[cH:72][cH:73][cH:74][cH:75][cH:76]1.[O:77]=[C:78]([CH:79]=[CH:80][c:81]1[cH:82][cH:83][cH:84][cH:85][cH:86]1)[CH:87]=[CH:88][c:89]1[cH:90][cH:91][cH:92][cH:93][cH:94]1.[Pd:39].[Pd:40]>>[ClH:7].[c:8]1([NH:29][CH2:28][c:27]2[cH:26][cH:25][c:24]([CH3:23])[cH:31][cH:30]2)[n:9][cH:10][cH:11][c:12]2[c:13]1[n:14]([CH2:19][CH:20]([CH3:21])[CH3:22])[c:15]([CH3:18])[c:16]2[CH3:17]. Reactants: COC1=C(C(=O)NC2=C(C(=O)OC(C)(C)C)C=CC(=C2)OC2=CC=CC=C2)C=CC=C1 (tert-butyl 2-(2-methoxybenzamido)-4-phenoxybenzoate). Solvent: FC(C(=O)O)(F)F (trifluoroacetic acid). Reaction conditions: time 3 minute. Product: COC1=C(C(=O)NC2=C(C(=O)O)C=CC(=C2)OC2=CC=CC=C2)C=CC=C1 (2-(2-methoxybenzamido)-4-phenoxybenzoic acid). As a reaction SMILES: [CH3:1][O:2][C:3]1[CH:31]=[CH:30][CH:29]=[CH:28][C:4]=1[C:5]([NH:7][C:8]1[CH:20]=[C:19]([O:21][C:22]2[CH:27]=[CH:26][CH:25]=[CH:24][CH:23]=2)[CH:18]=[CH:17][C:9]=1[C:10]([O:12]C(C)(C)C)=[O:11])=[O:6]>FC(F)(F)C(O)=O>[CH3:1][O:2][C:3]1[CH:31]=[CH:30][CH:29]=[CH:28][C:4]=1[C:5]([NH:7][C:8]1[CH:20]=[C:19]([O:21][C:22]2[CH:23]=[CH:24][CH:25]=[CH:26][CH:27]=2)[CH:18]=[CH:17][C:9]=1[C:10]([OH:12])=[O:11])=[O:6]. Reported procedure: 10 mL of trifluoroacetic acid was added to the obtained tert-butyl 2-(2-methoxybenzamido)-4-phenoxybenzoate and stirred at room temperature for 3 minutes. The solvent was evaporated under reduced pressure and diisopropyl ether was added to the obtained residue and a solid substance was separated by filtration to obtain 52 mg of 2-(2-methoxybenzamido)-4-phenoxybenzoic acid as white solid. Reactants: C(C)(C)(C)C1=CC=CC2=C1OCC2 (7-tert-butyl-2,3-dihydrobenzo[b]furan), C(CCCC)(=O)O (pentanoic acid). Yields the product C(C)(C)(C)C1=CC(=CC2=C1OCC2)C(CCC)=O (1-(7-tert-butyl-2,3-dihydrobenzo[b]furan-5-yl)-butan-1-one). Reaction SMILES: [C:1]([C:5]1[C:10]2[O:11][CH2:12][CH2:13][C:9]=2[CH:8]=[CH:7][CH:6]=1)([CH3:4])([CH3:3])[CH3:2].[C:14](O)(=[O:19])[CH2:15][CH2:16][CH2:17]C>>[C:1]([C:5]1[C:10]2[O:11][CH2:12][CH2:13][C:9]=2[CH:8]=[C:7]([C:14](=[O:19])[CH2:15][CH2:16][CH3:17])[CH:6]=1)([CH3:4])([CH3:2])[CH3:3]. Reported procedure: Substantially the method described in Example 1 is employed for the reaction between 7-tert-butyl-2,3-dihydrobenzo[b]furan and pentanoic acid, to provide 1-(7-tert-butyl-2,3-dihydrobenzo[b]furan-5-yl)-butan-1-one as a colorless oil. Reactants: CCOCCOc1cc(C)c(-c2cccc(C=O)c2)c(C)c1, Cc1ccccc1, CCOC(=O)CCc1ccc(N)cc1F. Product: CCOCCOc1cc(C)c(-c2cccc(CNc3ccc(CCC(=O)OCC)c(F)c3)c2)c(C)c1. RXN SMILES: [CH2:16]([CH3:17])[O:18][CH2:19][CH2:20][O:21][c:22]1[cH:23][c:24]([CH3:37])[c:25](-[c:29]2[cH:30][c:31]([CH:35]=[O:36])[cH:32][cH:33][cH:34]2)[c:26]([CH3:28])[cH:27]1.[CH3:38][c:39]1[cH:40][cH:41][cH:42][cH:43][cH:44]1.[NH2:1][c:2]1[cH:3][c:4]([F:15])[c:5]([CH2:8][CH2:9][C:10](=[O:11])[O:12][CH2:13][CH3:14])[cH:6][cH:7]1>>[NH:1]([c:2]1[cH:3][c:4]([F:15])[c:5]([CH2:8][CH2:9][C:10](=[O:11])[O:12][CH2:13][CH3:14])[cH:6][cH:7]1)[CH2:35][c:31]1[cH:30][c:29](-[c:25]2[c:24]([CH3:37])[cH:23][c:22]([O:21][CH2:20][CH2:19][O:18][CH2:16][CH3:17])[cH:27][c:26]2[CH3:28])[cH:34][cH:33][cH:32]1. Reactants: BrC1=C(C=CC=C1)CC(=O)O (2-bromophenylacetic acid), ClC=1C=C(N)C=CC1 (3-chloroaniline). Product: ClC=1C=C(C=CC1)NC1=C(C=CC=C1)CC(=O)O (2-[(3-chlorophenyl)amino]phenylacetic acid). RXN SMILES: Br[C:2]1[CH:7]=[CH:6][CH:5]=[CH:4][C:3]=1[CH2:8][C:9]([OH:11])=[O:10].[Cl:12][C:13]1[CH:14]=[C:15]([CH:17]=[CH:18][CH:19]=1)[NH2:16]>>[Cl:12][C:13]1[CH:14]=[C:15]([NH:16][C:2]2[CH:7]=[CH:6][CH:5]=[CH:4][C:3]=2[CH2:8][C:9]([OH:11])=[O:10])[CH:17]=[CH:18][CH:19]=1. Procedure details: In the manner described in example 3, 2-bromophenylacetic acid was condensed with 3-chloroaniline to yield 2-[(3-chlorophenyl)amino]phenylacetic acid. Reactants: C(C)O (ethanol), C(C)N(C(=O)C(N1CCN(CC1)C1=C(C=C(C=C1)NC(C1=C(C=CC=C1)C=1C=NC=CC1)=O)F)C1=CC=CC=C1)CC (N-{4-[4-(diethylcarbamoyl-phenyl-methyl)-piperazin-1-yl]-3-fluoro-phenyl}-2-pyridin-3-yl-benzamide), C(\C=C/C(=O)O)(=O)O (Maleic acid). Run in C(Cl)Cl (CH2Cl2). Conditions: time 3 hour. Yields the product C(\C=C/C(=O)O)(=O)O.C(C)N(C(=O)C(N1CCN(CC1)C1=C(C=C(C=C1)NC(C1=C(C=CC=C1)C=1C=NC=CC1)=O)F)C1=CC=CC=C1)CC (N-{4-[4-(Diethylcarbamoyl-phenyl-methyl)-piperazin-1-yl]-3-fluoro-phenyl}-2-pyridin-3-yl-benzamide maleate salt). As a reaction SMILES: C(O)C.[CH2:4]([N:6]([CH2:44][CH3:45])[C:7]([CH:9]([C:38]1[CH:43]=[CH:42][CH:41]=[CH:40][CH:39]=1)[N:10]1[CH2:15][CH2:14][N:13]([C:16]2[CH:21]=[CH:20][C:19]([NH:22][C:23](=[O:36])[C:24]3[CH:29]=[CH:28][CH:27]=[CH:26][C:25]=3[C:30]3[CH:31]=[N:32][CH:33]=[CH:34][CH:35]=3)=[CH:18][C:17]=2[F:37])[CH2:12][CH2:11]1)=[O:8])[CH3:5].[C:46]([OH:53])(=[O:52])/[CH:47]=[CH:48]\[C:49]([OH:51])=[O:50]>C(Cl)Cl>[C:46]([OH:53])(=[O:52])/[CH:47]=[CH:48]\[C:49]([OH:51])=[O:50].[CH2:44]([N:6]([CH2:4][CH3:5])[C:7]([CH:9]([C:38]1[CH:43]=[CH:42][CH:41]=[CH:40][CH:39]=1)[N:10]1[CH2:11][CH2:12][N:13]([C:16]2[CH:21]=[CH:20][C:19]([NH:22][C:23](=[O:36])[C:24]3[CH:29]=[CH:28][CH:27]=[CH:26][C:25]=3[C:30]3[CH:31]=[N:32][CH:33]=[CH:34][CH:35]=3)=[CH:18][C:17]=2[F:37])[CH2:14][CH2:15]1)=[O:8])[CH3:45] |f:4.5|. Procedure details: In a 100 mL flask charged with absolute ethanol (20 mL) ethanol was added N-{4-[4-(diethylcarbamoyl-phenyl-methyl)-piperazin-1-yl]-3-fluoro-phenyl}-2-pyridin-3-yl-benzamide (273.7 mg, 0.48 mmol). Sonication and addition of CH2Cl2 (4 mL) yielded a homogeneous solution. Maleic acid (62.6 mg) was then added in one portion and the resulting mixture stirred for 3 h. The solvents were removed with the rotary evaporator to yield an off-white foam. The foam was dried under vacuum to yield the title comp... Starting materials: CCCCCC, O=C1OC(=O)c2cc(F)ccc21, NCC(=O)N1c2ccccc2N(Cc2ccccc2)C(=O)C2CCCC21, Cc1ccccc1C. Product: O=C1c2ccc(F)cc2C(=O)N1CC(=O)N1c2ccccc2N(Cc2ccccc2)C(=O)C2CCCC21. RXN SMILES: [CH3:39][CH2:40][CH2:41][CH2:42][CH2:43][CH3:44].[F:27][c:28]1[cH:29][c:30]2[c:31]([cH:37][cH:38]1)[C:32](=[O:33])[O:34][C:35]2=[O:36].[NH2:1][CH2:2][C:3](=[O:4])[N:5]1[c:6]2[c:7]([cH:23][cH:24][cH:25][cH:26]2)[N:8]([CH2:16][c:17]2[cH:18][cH:19][cH:20][cH:21][cH:22]2)[C:9](=[O:15])[CH:10]2[CH:11]1[CH2:12][CH2:13][CH2:14]2.[c:45]1([CH3:46])[c:47]([CH3:48])[cH:49][cH:50][cH:51][cH:52]1>>[N:1]1([CH2:2][C:3](=[O:4])[N:5]2[c:6]3[c:7]([cH:23][cH:24][cH:25][cH:26]3)[N:8]([CH2:16][c:17]3[cH:18][cH:19][cH:20][cH:21][cH:22]3)[C:9](=[O:15])[CH:10]3[CH:11]2[CH2:12][CH2:13][CH2:14]3)[C:32](=[O:33])[c:31]2[c:30]([cH:29][c:28]([F:27])[cH:38][cH:37]2)[C:35]1=[O:34].